This data is from the Open Reaction Database (ORD), a public repository of structured organic reaction records. The task is: describe an organic reaction: reactants, conditions, products, and yield The reactants are NC1=C(C(=O)N)C=C(C=C1)N(C)C (2-Amino-5-(N,N-dimethylamino)benzamide), N1CCCC1 (pyrrolidine). The product is NC1=C(C(=O)N)C=C(C=C1)N1CCCC1 (2-Amino-5-pyrrolidinylbenzamide). Reaction SMILES: [NH2:1][C:2]1[CH:10]=[CH:9][C:8]([N:11]([CH3:13])[CH3:12])=[CH:7][C:3]=1[C:4]([NH2:6])=[O:5].N1CC[CH2:16][CH2:15]1>>[NH2:1][C:2]1[CH:10]=[CH:9][C:8]([N:11]2[CH2:13][CH2:16][CH2:15][CH2:12]2)=[CH:7][C:3]=1[C:4]([NH2:6])=[O:5]. Procedure details: According to the preparation of 25, pyrrolidine was used to afford 26 (0.7 g) as brown powder; MS m/z 205 (M+).